This data is from the Open Reaction Database (ORD), a public repository of structured organic reaction records. The task is: describe an organic reaction: reactants, conditions, products, and yield Reactants: ClC=1N=C(NC1C(=O)NCC1=C(C(=C(C=C1)Cl)OC1=NC(=CC(=C1)C#N)C=C)F)C (4-chloro-N-({4-chloro-3-[(4-cyano-6-ethenyl-2-pyridinyl)oxy]-2-fluorophenyl}methyl)-2-methyl-1H-imidazole-5-carboxamide), C1(=CC=CC=C1)SC1=CC=CC=C1 (diphenylsulfide). Reagents/catalysts: [Pd] (palladium on carbon). The solvent is CO (MeOH), C(C)(=O)OCC (ethyl acetate). Product: ClC=1N=C(NC1C(=O)NCC1=C(C(=C(C=C1)Cl)OC1=NC(=CC(=C1)C#N)CC)F)C (4-Chloro-N-({4-chloro-3-[(4-cyano-6-ethyl-2-pyridinyl)oxy]-2-fluorophenyl}methyl)-2-methyl-1H-imidazole-5-carboxamide). Isolated yield 80.6%. RXN SMILES: [Cl:1][C:2]1[N:3]=[C:4]([CH3:30])[NH:5][C:6]=1[C:7]([NH:9][CH2:10][C:11]1[CH:16]=[CH:15][C:14]([Cl:17])=[C:13]([O:18][C:19]2[CH:24]=[C:23]([C:25]#[N:26])[CH:22]=[C:21]([CH:27]=[CH2:28])[N:20]=2)[C:12]=1[F:29])=[O:8].C1(SC2C=CC=CC=2)C=CC=CC=1>[Pd].CO.C(OCC)(=O)C>[Cl:1][C:2]1[N:3]=[C:4]([CH3:30])[NH:5][C:6]=1[C:7]([NH:9][CH2:10][C:11]1[CH:16]=[CH:15][C:14]([Cl:17])=[C:13]([O:18][C:19]2[CH:24]=[C:23]([C:25]#[N:26])[CH:22]=[C:21]([CH2:27][CH3:28])[N:20]=2)[C:12]=1[F:29])=[O:8]. Procedure details: A solution of 4-chloro-N-({4-chloro-3-[(4-cyano-6-ethenyl-2-pyridinyl)oxy]-2-fluorophenyl}methyl)-2-methyl-1H-imidazole-5-carboxamide (53 mg, 0.119 mmol), diphenylsulfide (1.979 μl, 0.012 mmol) and palladium on carbon (12.64 mg, 0.012 mmol, 10%) in MeOH (8.0 ml) and ethyl acetate (8.00 ml) was reacted under H2 (40 psi) overnight. The reaction mixture was filtered through a pad of celite and concentrated to dryness. The residue was purified by flash chromatography on silica gel eluted with 0-5% 2... Reactants: CC(=O)Cl, CCN(C(C)C)C(C)C, ClCCl, CC(O)C1C(=O)N2C(C(=O)OCOC(=O)C(C)(C)C)=C(c3ccc(N)cc3)CC12, O. The product is CC(=O)Nc1ccc(C2=C(C(=O)OCOC(=O)C(C)(C)C)N3C(=O)C(C(C)O)C3C2)cc1. Reaction SMILES: [CH3:42][C:43]([Cl:44])=[O:45].[CH:30]([N:31]([CH:32]([CH3:33])[CH3:34])[CH2:35][CH3:36])([CH3:37])[CH3:38].[Cl:39][CH2:40][Cl:41].[NH2:1][c:2]1[cH:3][cH:4][c:5]([C:8]2=[C:9]([C:19](=[O:20])[O:21][CH2:22][O:23][C:24]([C:25]([CH3:26])([CH3:27])[CH3:28])=[O:29])[N:10]3[C:11](=[O:18])[CH:12]([CH:15]([CH3:16])[OH:17])[CH:13]3[CH2:14]2)[cH:6][cH:7]1.[OH2:46]>>[NH:1]([c:2]1[cH:3][cH:4][c:5]([C:8]2=[C:9]([C:19](=[O:20])[O:21][CH2:22][O:23][C:24]([C:25]([CH3:26])([CH3:27])[CH3:28])=[O:29])[N:10]3[C:11](=[O:18])[CH:12]([CH:15]([CH3:16])[OH:17])[CH:13]3[CH2:14]2)[cH:6][cH:7]1)[C:43]([CH3:42])=[O:45]. Reaction SMILES: [CH2:1]([O:4][N:5]([C@H:18]1[CH2:23][N:22]([C:24]([O:26][C:27]([CH3:30])([CH3:29])[CH3:28])=[O:25])[C@H:21]([C:31]([OH:33])=O)[C:20]([CH3:34])=[C:19]1[CH3:35])[S:6]([C:9]1[CH:14]=[CH:13][CH:12]=[CH:11][C:10]=1[N+:15]([O-:17])=[O:16])(=[O:8])=[O:7])[CH:2]=[CH2:3].C(O[N:40]([C@H]1CN(C(OC(C)(C)C)=O)[C@H](C(=O)N)C=C1C)S(C1C=CC=CC=1[N+]([O-])=O)(=O)=O)C=C>>[CH2:1]([O:4][N:5]([C@H:18]1[CH2:23][N:22]([C:24]([O:26][C:27]([CH3:30])([CH3:28])[CH3:29])=[O:25])[C@H:21]([C:31](=[O:33])[NH2:40])[C:20]([CH3:34])=[C:19]1[CH3:35])[S:6]([C:9]1[CH:14]=[CH:13][CH:12]=[CH:11][C:10]=1[N+:15]([O-:17])=[O:16])(=[O:8])=[O:7])[CH:2]=[CH2:3]. Procedure details: The title compound was prepared from (2S,5R)-5-(N-(allyloxy)-2-nitrophenylsulfonamido)-1-(tert-butoxycarbonyl)-3,4-dimethyl-1,2,5,6-tetrahydropyridine-2-carboxylic acid (Intermediate 194, 1.48 g, 2.89 mmol) following the procedure described for Intermediate 20. Silica gel chromatography (0%-80% ethyl acetate/hexanes) afforded the desired product as a light yellow foamy solid (1.41 g, 95%). The yield is 95.0%. Product: ethyl acetate hexanes, C(C=C)ON(S(=O)(=O)C1=C(C=CC=C1)[N+](=O)[O-])[C@@H]1C(=C([C@H](N(C1)C(=O)OC(C)(C)C)C(N)=O)C)C ((2S,5R)-tert-butyl 5-(N-(allyloxy)-2-nitrophenylsulfonamido)-2-carbamoyl-3,4-dimethyl-5,6-dihydropyridine-1(2H)-carboxylate). Reactants: C(C=C)ON(S(=O)(=O)C1=C(C=CC=C1)[N+](=O)[O-])[C@@H]1C(=C[C@H](N(C1)C(=O)OC(C)(C)C)C(N)=O)C ((2S,5R)-tert-butyl 5-(N-(allyloxy)-2-nitrophenylsulfonamido)-2-carbamoyl-4-methyl-5,6-dihydropyridine-1(2H)-carboxylate), C(C=C)ON(S(=O)(=O)C1=C(C=CC=C1)[N+](=O)[O-])[C@@H]1C(=C([C@H](N(C1)C(=O)OC(C)(C)C)C(=O)O)C)C ((2S,5R)-5-(N-(allyloxy)-2-nitrophenylsulfonamido)-1-(tert-butoxycarbonyl)-3,4-dimethyl-1,2,5,6-tetrahydropyridine-2-carboxylic acid), C(C=C)ON(S(=O)(=O)C1=C(C=CC=C1)[N+](=O)[O-])[C@@H]1C(=C([C@H](N(C1)C(=O)OC(C)(C)C)C(=O)O)C)C ((2S,5R)-5-(N-(allyloxy)-2-nitrophenylsulfonamido)-1-(tert-butoxycarbonyl)-3,4-dimethyl-1,2,5,6-tetrahydropyridine-2-carboxylic acid).